Dataset: the Open Reaction Database (ORD), a public repository of structured organic reaction records. Task: describe an organic reaction: reactants, conditions, products, and yield Product: COC=1C=C2C(=CN(C2=CC1)C)C1=CC2=C(N=CC=3N2C(=NC3)CCCO)N1COCC[Si](C)(C)C (3-(7-(5-methoxy-1-methyl-1H-indol-3-yl)-6-((2-(trimethylsilyl)ethoxy)methyl)-6H-imidazo[1,5-a]pyrrolo[2,3-e]pyrazin-1-yl)propan-1-ol). The solvent is O1CCOCC1 (1,4-dioxane). Reactants: [Si](C)(C)(C(C)(C)C)OCCCC(NCC=1N=C2C(=NC1)N(C(=C2)C2=CN(C1=CC=C(C=C21)OC)C)COCC[Si](C)(C)C)=S (4-(tert-butyldimethylsilyloxy)-N-((6-(5-methoxy-1-methyl-1H-indol-3-yl)-5-((2-(trimethylsilyl)ethoxy)methyl)-5H-pyrrolo[2,3-b]pyrazin-2-yl)methyl)butanethioamide). Procedure details: A flask was charged with 4-(tert-butyldimethylsilyloxy)-N-((6-(5-methoxy-1-methyl-1H-indol-3-yl)-5-((2-(trimethylsilyl)ethoxy)methyl)-5H-pyrrolo[2,3-b]pyrazin-2-yl)methyl)butanethioamide (0.158 g, 0.241 mmol) and 1,4-dioxane (3 mL). To the mixture was added bis(2,2,2-trifluoroacetoxy)mercury (0.103 g, 0.241 mmol). The mixture was heated to about 65° C. for 1 h. The mixture was then filtered and concentrated under reduced pressure. The material was purified using silica gel chromatography with an... The reagents and catalysts are FC(C(=O)O[Hg]OC(C(F)(F)F)=O)(F)F (bis(2,2,2-trifluoroacetoxy)mercury). RXN SMILES: [Si]([O:8][CH2:9][CH2:10][CH2:11][C:12](=S)[NH:13][CH2:14][C:15]1[N:16]=[C:17]2[CH:23]=[C:22]([C:24]3[C:32]4[C:27](=[CH:28][CH:29]=[C:30]([O:33][CH3:34])[CH:31]=4)[N:26]([CH3:35])[CH:25]=3)[N:21]([CH2:36][O:37][CH2:38][CH2:39][Si:40]([CH3:43])([CH3:42])[CH3:41])[C:18]2=[N:19][CH:20]=1)(C(C)(C)C)(C)C>FC(F)(F)C(O[Hg]OC(=O)C(F)(F)F)=O.O1CCOCC1>[CH3:34][O:33][C:30]1[CH:31]=[C:32]2[C:27](=[CH:28][CH:29]=1)[N:26]([CH3:35])[CH:25]=[C:24]2[C:22]1[N:21]([CH2:36][O:37][CH2:38][CH2:39][Si:40]([CH3:43])([CH3:42])[CH3:41])[C:18]2[N:19]=[CH:20][C:15]3[N:16]([C:12]([CH2:11][CH2:10][CH2:9][OH:8])=[N:13][CH:14]=3)[C:17]=2[CH:23]=1. Yield: 18.1%. Run at temperature 65 celsius.